Dataset: the Open Reaction Database (ORD), a public repository of structured organic reaction records. Task: describe an organic reaction: reactants, conditions, products, and yield RXN SMILES: C(OC([N:8]1[CH2:13][CH2:12][N:11]([CH2:14][C:15]2[CH:24]=[C:23]3[C:18]([C:19]([NH2:25])=[N:20][CH:21]=[N:22]3)=[CH:17][CH:16]=2)[C:10](=[O:26])[CH2:9]1)=O)(C)(C)C.Cl>CCOC(C)=O>[NH2:25][C:19]1[C:18]2[C:23](=[CH:24][C:15]([CH2:14][N:11]3[CH2:12][CH2:13][NH:8][CH2:9][C:10]3=[O:26])=[CH:16][CH:17]=2)[N:22]=[CH:21][N:20]=1. Conditions: temperature 0 celsius, time 4 hour. Solvent: CCOC(=O)C (EtOAc). Reported procedure: A solution of 4-(4-aminoquinazoline-7-ylmethyl)-3-oxo-piperazine-1-carboxylic acid tert-butyl ester (1.92 g, 5.4 mmol) in EtOAc (200 mL) at 0° C. is saturated with HCl gas. The solution is stirred at 0° C. for 4 hours. After this time, the solution is concentrated. The title compound is obtained as a white solid (1.79 g, 5.4 mmol). 1H NMR (d6-DMSO, 300 MHz) δ9.9 (bs, 3H), 9.7 (bs, 2H), 8.8 (s, 1H), 8.46 (d, 1H), 7.72 (s, 1H), 7.61 (d, 1H), 4.78 (s, 2H), 3.83 (s, 2H), 3.4 (m, 4H). Isolated yield 100.0%. Product: NC1=NC=NC2=CC(=CC=C12)CN1C(CNCC1)=O (1-(4-Aminoquinazoline-7-ylmethyl)piperazine-2-one), solid. Reactants: C(C)(C)(C)OC(=O)N1CC(N(CC1)CC1=CC=C2C(=NC=NC2=C1)N)=O (4-(4-aminoquinazoline-7-ylmethyl)-3-oxo-piperazine-1-carboxylic acid tert-butyl ester), Cl (HCl). Starting materials: [BH4-], C1CCOC1, CO, CN(C(=O)CCN1Cc2cc(C(=O)c3ccccc3)ccc2N=C1N)C1CCCCC1, [Na+]. Yields the product CN(C(=O)CCN1Cc2cc(C(O)c3ccccc3)ccc2N=C1N)C1CCCCC1. Reaction SMILES: [BH4-:32].[CH2:36]1[O:37][CH2:38][CH2:39][CH2:40]1.[CH3:34][OH:35].[NH2:1][C:2]1=[N:3][c:4]2[cH:5][cH:6][c:7]([C:24]([c:25]3[cH:26][cH:27][cH:28][cH:29][cH:30]3)=[O:31])[cH:8][c:9]2[CH2:10][N:11]1[CH2:12][CH2:13][C:14](=[O:15])[N:16]([CH3:17])[CH:18]1[CH2:19][CH2:20][CH2:21][CH2:22][CH2:23]1.[Na+:33]>>[NH2:1][C:2]1=[N:3][c:4]2[cH:5][cH:6][c:7]([CH:24]([c:25]3[cH:26][cH:27][cH:28][cH:29][cH:30]3)[OH:31])[cH:8][c:9]2[CH2:10][N:11]1[CH2:12][CH2:13][C:14](=[O:15])[N:16]([CH3:17])[CH:18]1[CH2:19][CH2:20][CH2:21][CH2:22][CH2:23]1.